Dataset: the Open Reaction Database (ORD), a public repository of structured organic reaction records. Task: describe an organic reaction: reactants, conditions, products, and yield The reactants are CC(=O)OC(C)=O, COc1ccc(C)c(Cl)c1, O, O=[N+]([O-])O. Product: COc1cc(Cl)c(C)cc1[N+](=O)[O-]. As a reaction SMILES: [CH3:1][C:2]([O:3][C:4](=[O:5])[CH3:6])=[O:7].[Cl:12][c:13]1[c:14]([CH3:21])[cH:15][cH:16][c:17]([O:19][CH3:20])[cH:18]1.[OH2:22].[OH:8][N+:9]([O-:10])=[O:11]>>[O-:8][N+:9](=[O:11])[c:16]1[cH:15][c:14]([CH3:21])[c:13]([Cl:12])[cH:18][c:17]1[O:19][CH3:20]. Starting materials: [C-]#N, COC(C)(C)C, CS(C)=O, FC1(F)Oc2ccc(CCl)cc2O1, [Na+], O. Product: N#CCc1ccc2c(c1)OC(F)(F)O2. Reaction SMILES: [C-:14]#[N:15].[C:18]([O:19][CH3:20])([CH3:21])([CH3:22])[CH3:23].[CH3:24][S:25]([CH3:26])=[O:27].[Cl:1][CH2:2][c:3]1[cH:4][c:5]2[c:6]([cH:12][cH:13]1)[O:7][C:8]([F:10])([F:11])[O:9]2.[Na+:16].[OH2:17]>>[CH2:2]([c:3]1[cH:4][c:5]2[c:6]([cH:12][cH:13]1)[O:7][C:8]([F:10])([F:11])[O:9]2)[C:14]#[N:15]. The reactants are ClC=1C=C(C=CC1)NC(OC1=CC=CC=C1)=O (phenyl N-(3-chlorophenyl)carbamate), C(C1=CC=CC=C1)NCCCC (N-benzyl-n-butylamine). Run in O1CCCC1 (tetrahydrofuran), O1CCCC1 (tetrahydrofuran), CCCCCC (hexane). The product is C(C1=CC=CC=C1)N(C(=O)NC1=CC(=CC=C1)Cl)CCCC (1-benzyl-1-(n-butyl)-3-(3-chlorophenyl)urea). Reaction SMILES: [Cl:1][C:2]1[CH:3]=[C:4]([NH:8][C:9](=[O:17])OC2C=CC=CC=2)[CH:5]=[CH:6][CH:7]=1.[CH2:18]([NH:25][CH2:26][CH2:27][CH2:28][CH3:29])[C:19]1[CH:24]=[CH:23][CH:22]=[CH:21][CH:20]=1>O1CCCC1.CCCCCC>[CH2:18]([N:25]([CH2:26][CH2:27][CH2:28][CH3:29])[C:9]([NH:8][C:4]1[CH:5]=[CH:6][CH:7]=[C:2]([Cl:1])[CH:3]=1)=[O:17])[C:19]1[CH:24]=[CH:23][CH:22]=[CH:21][CH:20]=1. Procedure details: A solution of 1.46 g of phenyl N-(3-chlorophenyl)carbamate in 15 ml of tetrahydrofuran was added to a solution of 1.92 g of N-benzyl-n-butylamine in 20 ml of tetrahydrofuran and the mixture stirred under reflux for hours. The mixture was diluted with hexane and the precipitate collected by filtration. Recrystallization from pentane afforded 1-benzyl-1-(n-butyl)-3-(3-chlorophenyl)urea, m.p. 69°-70° C.